Dataset: the Open Reaction Database (ORD), a public repository of structured organic reaction records. Task: describe an organic reaction: reactants, conditions, products, and yield The reactants are N1C=CC=2C1=NC=C(C2)OC2=C(C(=O)NS(=O)(=O)C1=CC(=C(C=C1)NC1CCNCC1)[N+](=O)[O-])C=CC(=C2)N2CCN(CC2)CC2=C(CC(CC2)(C)C)C2=CC=C(C=C2)Cl (2-(1H-pyrrolo[2,3-b]pyridin-5-yloxy)-4-(4-((2-(4-chlorophenyl)-4,4-dimethylcyclohex-1-enyl)methyl)piperazin-1-yl)-N-(3-nitro-4-(piperidin-4-ylamino)phenylsulfonyl)benzamide), O1CC(C1)=O (oxetan-3-one), C(#N)[BH3-] (cyanoborohydride). The solvent is O1CCCC1 (tetrahydrofuran), C(C)(=O)O (acetic acid). Run at time 8 hour. Product: ClC1=CC=C(C=C1)C1=C(CCC(C1)(C)C)CN1CCN(CC1)C1=CC(=C(C(=O)NS(=O)(=O)C2=CC(=C(C=C2)NC2CCN(CC2)C2COC2)[N+](=O)[O-])C=C1)OC=1C=C2C(=NC1)NC=C2 (4-(4-{[2-(4-chlorophenyl)-4,4-dimethylcyclohex-1-en-1-yl]methyl}piperazin-1-yl)-N-({3-nitro-4-[(1-oxetan-3-ylpiperidin-4-yl)amino]phenyl}sulfonyl)-2-(1H-pyrrolo[2,3-b]pyridin-5-yloxy)benzamide). RXN SMILES: [NH:1]1[C:5]2=[N:6][CH:7]=[C:8]([O:10][C:11]3[CH:38]=[C:37]([N:39]4[CH2:44][CH2:43][N:42]([CH2:45][C:46]5[CH2:51][CH2:50][C:49]([CH3:53])([CH3:52])[CH2:48][C:47]=5[C:54]5[CH:59]=[CH:58][C:57]([Cl:60])=[CH:56][CH:55]=5)[CH2:41][CH2:40]4)[CH:36]=[CH:35][C:12]=3[C:13]([NH:15][S:16]([C:19]3[CH:24]=[CH:23][C:22]([NH:25][CH:26]4[CH2:31][CH2:30][NH:29][CH2:28][CH2:27]4)=[C:21]([N+:32]([O-:34])=[O:33])[CH:20]=3)(=[O:18])=[O:17])=[O:14])[CH:9]=[C:4]2[CH:3]=[CH:2]1.[O:61]1[CH2:64][C:63](=O)[CH2:62]1.C([BH3-])#N>O1CCCC1.C(O)(=O)C>[Cl:60][C:57]1[CH:56]=[CH:55][C:54]([C:47]2[CH2:48][C:49]([CH3:53])([CH3:52])[CH2:50][CH2:51][C:46]=2[CH2:45][N:42]2[CH2:41][CH2:40][N:39]([C:37]3[CH:36]=[CH:35][C:12]([C:13]([NH:15][S:16]([C:19]4[CH:24]=[CH:23][C:22]([NH:25][CH:26]5[CH2:31][CH2:30][N:29]([CH:63]6[CH2:64][O:61][CH2:62]6)[CH2:28][CH2:27]5)=[C:21]([N+:32]([O-:34])=[O:33])[CH:20]=4)(=[O:18])=[O:17])=[O:14])=[C:11]([O:10][C:8]4[CH:9]=[C:4]5[CH:3]=[CH:2][NH:1][C:5]5=[N:6][CH:7]=4)[CH:38]=3)[CH2:44][CH2:43]2)=[CH:59][CH:58]=1. Procedure: To a solution of EXAMPLE 139B (120 mg) in tetrahydrofuran (3 mL) and acetic acid (1 mL) was added oxetan-3-one (50.8 mg) and MP-cyanoborohydride (2.15 mmol/g, 150 mg). The mixture was stirred at room temperature overnight. The mixture was filtered. The filtrate was concentrated and the residue was loaded on a silica gel cartridge and eluted with 5-10% 7N NH3 in methanol in dichloromethane to give the title compound. 1H NMR (300 MHz, dimethylsulfoxide-d6) δ 11.62 (s, 1H), 8.51 (d, 1H), 8.20 (d, 1... Product: ClC1=C2C(=NN=C1C1=CC=CC=C1)N(N=C2C2=CC=CC=C2)C[C@@H]2OCCC2 (4-chloro-3,5-diphenyl-1-[[(2R)-tetrahydrofuran-2-yl]methyl]pyrazolo[3,4-c]pyridazine). Procedure: Compound IIj was synthesized from 4-chloro-3,5-diphenyl-1H-pyrazolo[3,4-c]pyridazine and R)-(tetrahydrofuran-2-yl)methanol following the general procedure for the Mitsunobu reaction as described above. The reactants are ClC1=C2C(=NN=C1C1=CC=CC=C1)NN=C2C2=CC=CC=C2 (4-chloro-3,5-diphenyl-1H-pyrazolo[3,4-c]pyridazine), O1C(CCC1)CO ((tetrahydrofuran-2-yl)methanol). RXN SMILES: [Cl:1][C:2]1[C:7]([C:8]2[CH:13]=[CH:12][CH:11]=[CH:10][CH:9]=2)=[N:6][N:5]=[C:4]2[NH:14][N:15]=[C:16]([C:17]3[CH:22]=[CH:21][CH:20]=[CH:19][CH:18]=3)[C:3]=12.[O:23]1[CH2:27][CH2:26][CH2:25][CH:24]1[CH2:28]O>>[Cl:1][C:2]1[C:7]([C:8]2[CH:9]=[CH:10][CH:11]=[CH:12][CH:13]=2)=[N:6][N:5]=[C:4]2[N:14]([CH2:28][C@H:24]3[CH2:25][CH2:26][CH2:27][O:23]3)[N:15]=[C:16]([C:17]3[CH:18]=[CH:19][CH:20]=[CH:21][CH:22]=3)[C:3]=12. Starting materials: S1C(=CC=C1)C=1SC=CC1 (bithiophene), C(CCC)[Li] (n-butyllithium), C(CCC)[Sn](CCCC)(CCCC)Cl (tributylstannyl chloride). Solvent: C1CCOC1 (THF). Reaction conditions: time 0.5 hour. Product: C(CCC)[Sn](C1=CC=C(S1)C=1SC=CC1)(CCCC)CCCC (5-(tributylstannyl)-2,2-bithiophene). Isolated yield 124.5%. RXN SMILES: [S:1]1[CH:5]=[CH:4][CH:3]=[C:2]1[C:6]1[S:7][CH:8]=[CH:9][CH:10]=1.C([Li])CCC.[CH2:16]([Sn:20](Cl)([CH2:25][CH2:26][CH2:27][CH3:28])[CH2:21][CH2:22][CH2:23][CH3:24])[CH2:17][CH2:18][CH3:19]>C1COCC1>[CH2:25]([Sn:20]([CH2:16][CH2:17][CH2:18][CH3:19])([CH2:21][CH2:22][CH2:23][CH3:24])[C:5]1[S:1][C:2]([C:6]2[S:7][CH:8]=[CH:9][CH:10]=2)=[CH:3][CH:4]=1)[CH2:26][CH2:27][CH3:28]. Procedure details: The synthesis described herein is depicted schematically in FIG. 4. 1.0 g (6 mmol) of bithiophene in 30 ml THF was treated dropwise with 3.54 ml (6 mmol) of 1.70 M n-butyllithium and stiffed for 0.5 h at −78° C. under N2 atmosphere. 1.96 ml of tributylstannyl chloride (7.2 mmol) was then added to the solution. After stirring at room temperature for 6 h, the solvent was evaporated and the residue was dissolved in 20 ml of hexane and filtered. The filtrate was evaporated to produce 3.4 g of crude ... Starting materials: FC(C1=C(CN2N=CC3=CC(=CC=C23)C=C2C(NC(S2)=S)=O)C=CC(=C1)C(F)(F)F)(F)F (5-[1-(2,4-Bis-trifluoromethyl-benzyl)-1H-indazol-5-ylmethylene]-2-thioxo-thiazolidin-4-one), ICC (iodoethane). The product is FC(C1=C(CN2N=CC3=CC(=CC=C23)C=C2C(N=C(S2)SCC)=O)C=CC(=C1)C(F)(F)F)(F)F (5-[1-(2,4-Bis-trifluoromethyl-benzyl)-1H-indazol-5-ylmethylene]-2-ethylsulfanyl-thiazol-4-one). RXN SMILES: [F:1][C:2]([F:32])([F:31])[C:3]1[CH:26]=[C:25]([C:27]([F:30])([F:29])[F:28])[CH:24]=[CH:23][C:4]=1[CH2:5][N:6]1[C:14]2[C:9](=[CH:10][C:11]([CH:15]=[C:16]3[S:20][C:19](=[S:21])[NH:18][C:17]3=[O:22])=[CH:12][CH:13]=2)[CH:8]=[N:7]1.I[CH2:34][CH3:35]>>[F:32][C:2]([F:31])([F:1])[C:3]1[CH:26]=[C:25]([C:27]([F:28])([F:29])[F:30])[CH:24]=[CH:23][C:4]=1[CH2:5][N:6]1[C:14]2[C:9](=[CH:10][C:11]([CH:15]=[C:16]3[S:20][C:19]([S:21][CH2:34][CH3:35])=[N:18][C:17]3=[O:22])=[CH:12][CH:13]=2)[CH:8]=[N:7]1. Procedure details: 5-[1-(2,4-Bis-trifluoromethyl-benzyl)-1H-indazol-5-ylmethylene]-2-ethylsulfanyl-thiazol-4-one was prepared from 5-[1-(2,4-Bis-trifluoromethyl-benzyl)-1H-indazol-5-ylmethylene]-2-thioxo-thiazolidin-4-one and iodoethane following General Procedure C. Reactants: CC(C)(C)[Si](C)(C)Oc1ccc(F)c(C=O)c1F, CCCC[N+](CCCC)(CCCC)CCCC, CN(C)C=O, [F-], O, O, O, O. The product is O=Cc1c(F)ccc(O)c1F. RXN SMILES: [C:1]([Si:2]([CH3:3])([CH3:4])[O:6][c:7]1[c:8]([F:16])[c:9]([CH:10]=[O:11])[c:12]([F:15])[cH:13][cH:14]1)([CH3:5])([CH3:17])[CH3:18].[CH2:23]([N+:24]([CH2:25][CH2:26][CH2:27][CH3:28])([CH2:29][CH2:30][CH2:31][CH3:32])[CH2:33][CH2:34][CH2:35][CH3:36])[CH2:37][CH2:38][CH3:39].[CH3:41][N:42]([CH3:43])[CH:44]=[O:45].[F-:22].[OH2:19].[OH2:20].[OH2:21].[OH2:40]>>[OH:6][c:7]1[c:8]([F:16])[c:9]([CH:10]=[O:11])[c:12]([F:15])[cH:13][cH:14]1. The reactants are ClC1=CC(=NC=2N1N=C(C2S(=O)(=O)C=2C=NC=CC2)SC)C (7-chloro-5-methyl-2-methylsulphanyl-3-(pyridine-3-sulphonyl)-pyrazolo[1,5-a]pyrimidine), N (NH3). Run in CO (MeOH). The product is CC1=NC=2N(C(=C1)N)N=C(C2S(=O)(=O)C=2C=NC=CC2)SC (5-methyl-2-methylsulphanyl-3-(pyridine-3-sulphonyl) -pyrazolo[1,5-a]pyrimidin-7-ylamine). RXN SMILES: Cl[C:2]1[N:7]2[N:8]=[C:9]([S:20][CH3:21])[C:10]([S:11]([C:14]3[CH:15]=[N:16][CH:17]=[CH:18][CH:19]=3)(=[O:13])=[O:12])=[C:6]2[N:5]=[C:4]([CH3:22])[CH:3]=1.[NH3:23]>CO>[CH3:22][C:4]1[CH:3]=[C:2]([NH2:23])[N:7]2[N:8]=[C:9]([S:20][CH3:21])[C:10]([S:11]([C:14]3[CH:15]=[N:16][CH:17]=[CH:18][CH:19]=3)(=[O:13])=[O:12])=[C:6]2[N:5]=1. Procedure details: In an analogous manner to that described in Example 4), from 7-chloro-5-methyl-2-methylsulphanyl-3-(pyridine-3-sulphonyl)-pyrazolo[1,5-a]pyrimidine and NH3 in MeOH there was obtained 5-methyl-2-methylsulphanyl-3-(pyridine-3-sulphonyl) -pyrazolo[1,5-a]pyrimidin-7-ylamine as colorless crystals, m.p. 226.8 -227.5°. Yields the product CN(CCOC1=CC=C(C(=O)O)C=C1)C (4-(2-dimethylaminoethoxy)benzoic acid). Reaction SMILES: [CH3:1][N:2]([CH3:16])[CH2:3][CH2:4][O:5][C:6]1[CH:15]=[CH:14][C:9]([C:10]([O:12]C)=[O:11])=[CH:8][CH:7]=1.[OH-].[Na+].Cl>CO>[CH3:1][N:2]([CH3:16])[CH2:3][CH2:4][O:5][C:6]1[CH:15]=[CH:14][C:9]([C:10]([OH:12])=[O:11])=[CH:8][CH:7]=1 |f:1.2|. Run in CO (methanol). Yield: 100.0%. The reactants are [OH-].[Na+] (sodium hydroxide), CN(CCOC1=CC=C(C(=O)OC)C=C1)C (methyl 4-(2-dimethylaminoethoxy)benzoate), Cl (hydrochloric acid). Procedure: 0.69 g (3.09 mmol) of methyl 4-(2-dimethylaminoethoxy)benzoate was dissolved in 15 ml of methanol. 4.64 ml of a 1N sodium hydroxide aqueous solution was added thereto and the mixture was refluxed under heating for 3 hours. After cooling, 4.64 ml of 1N hydrochloric acid was added and the mixture was concentrated to dryness. A chloroform-methanol mixed solution (1:1 (v/v)) was added to the residue. The solution was stirred for a while and filtered with Celite. The solvent was distilled off under r...